Dataset: the Open Reaction Database (ORD), a public repository of structured organic reaction records. Task: describe an organic reaction: reactants, conditions, products, and yield The reactants are [H][H], CON=C(C(=O)NC1C(=O)N(S(=O)(=O)[O-])C1CNC(=O)OCc1ccc([N+](=O)[O-])cc1)c1csc(N)n1, [Na+], C1CCOC1, O. Product: CON=C(C(=O)NC1C(=O)N(S(=O)(=O)O)C1CN)c1csc(N)n1. As a reaction SMILES: [H:39][H:40].[NH2:1][c:2]1[s:3][cH:4][c:5]([C:7]([C:8](=[O:9])[NH:10][CH:11]2[C:12](=[O:34])[N:13]([S:30](=[O:31])(=[O:32])[O-:33])[CH:14]2[CH2:15][NH:16][C:17]([O:18][CH2:19][c:20]2[cH:21][cH:22][c:23]([N+:24]([O-:25])=[O:26])[cH:27][cH:28]2)=[O:29])=[N:35][O:36][CH3:37])[n:6]1.[Na+:38].[O:42]1[CH2:43][CH2:44][CH2:45][CH2:46]1.[OH2:41]>>[NH2:1][c:2]1[s:3][cH:4][c:5]([C:7]([C:8](=[O:9])[NH:10][CH:11]2[C:12](=[O:34])[N:13]([S:30](=[O:31])(=[O:32])[OH:33])[CH:14]2[CH2:15][NH2:16])=[N:35][O:36][CH3:37])[n:6]1. The reactants are CC(C)(C)c1nc2cc(S(=O)(=O)Cl)ccc2n1CC1CCC(F)(F)CC1, ClCCl, CCN(C(C)C)C(C)C, Cl, O=C(O)C1CNCCO1. The product is CC(C)(C)c1nc2cc(S(=O)(=O)N3CCOC(C(=O)O)C3)ccc2n1CC1CCC(F)(F)CC1. As a reaction SMILES: [C:1]([CH3:2])([CH3:3])([CH3:4])[c:5]1[n:6][c:7]2[c:8]([n:9]1[CH2:10][CH:11]1[CH2:12][CH2:13][C:14]([F:17])([F:18])[CH2:15][CH2:16]1)[cH:19][cH:20][c:21]([S:23](=[O:24])(=[O:25])[Cl:26])[cH:22]2.[CH2:46]([Cl:47])[Cl:48].[CH:27]([N:28]([CH2:29][CH3:30])[CH:31]([CH3:32])[CH3:33])([CH3:34])[CH3:35].[ClH:36].[O:37]1[CH:38]([C:43](=[O:44])[OH:45])[CH2:39][NH:40][CH2:41][CH2:42]1>>[C:1]([CH3:2])([CH3:3])([CH3:4])[c:5]1[n:6][c:7]2[c:8]([n:9]1[CH2:10][CH:11]1[CH2:12][CH2:13][C:14]([F:17])([F:18])[CH2:15][CH2:16]1)[cH:19][cH:20][c:21]([S:23](=[O:24])(=[O:25])[N:40]1[CH2:39][CH:38]([C:43](=[O:44])[OH:45])[O:37][CH2:42][CH2:41]1)[cH:22]2. The reactants are CCCCCC (hexane), FC=1C=CC(=C(C1)NC(C(C)(C)C)=O)B1OC(C(O1)(C)C)(C)C (N-(5-fluoro-2-(4,4,5,5-tetramethyl-1,3,2-dioxaborolan-2-yl)phenyl)pivalamide), BrC1=NC=CC=C1 (2-bromopyridine), C(=O)([O-])[O-].[K+].[K+] (K2CO3), ice. The reagents and catalysts are C=1C=CC(=CC1)[P](C=2C=CC=CC2)(C=3C=CC=CC3)[Pd]([P](C=4C=CC=CC4)(C=5C=CC=CC5)C=6C=CC=CC6)([P](C=7C=CC=CC7)(C=8C=CC=CC8)C=9C=CC=CC9)[P](C=1C=CC=CC1)(C=1C=CC=CC1)C=1C=CC=CC1 (tetrakis(triphenylphosphine)palladium(0)). Run in C(C)#N (acetonitrile). Run at temperature 80 celsius. Product: FC=1C=CC(=C(C1)NC(C(C)(C)C)=O)C1=NC=CC=C1 (N-(5-fluoro-2-(pyridin-2-yl)phenyl)pivalamide). Yield: 95.6%. Reaction SMILES: [F:1][C:2]1[CH:3]=[CH:4][C:5](B2OC(C)(C)C(C)(C)O2)=[C:6]([NH:8][C:9](=[O:14])[C:10]([CH3:13])([CH3:12])[CH3:11])[CH:7]=1.Br[C:25]1[CH:30]=[CH:29][CH:28]=[CH:27][N:26]=1.C([O-])([O-])=O.[K+].[K+].CCCCCC>C(#N)C.C1C=CC([P]([Pd]([P](C2C=CC=CC=2)(C2C=CC=CC=2)C2C=CC=CC=2)([P](C2C=CC=CC=2)(C2C=CC=CC=2)C2C=CC=CC=2)[P](C2C=CC=CC=2)(C2C=CC=CC=2)C2C=CC=CC=2)(C2C=CC=CC=2)C2C=CC=CC=2)=CC=1>[F:1][C:2]1[CH:3]=[CH:4][C:5]([C:25]2[CH:30]=[CH:29][CH:28]=[CH:27][N:26]=2)=[C:6]([NH:8][C:9](=[O:14])[C:10]([CH3:11])([CH3:12])[CH3:13])[CH:7]=1 |f:2.3.4,^1:49,51,70,89|. Procedure details: To a solution of N-(5-fluoro-2-(4,4,5,5-tetramethyl-1,3,2-dioxaborolan-2-yl)phenyl)pivalamide (23.4 g, 72.97 mmol) in acetonitrile (280 mL) was added 2-bromopyridine (16.14 g, 102.12 mmol) and aqueous solution of K2CO3 (50.40 g, 364.90 mmol). The reaction mixture was degassed by purging N2 for 15 min followed by addition of tetrakis(triphenylphosphine)palladium(0) (8.40 g, 7.30 mmol). The mixture was again degassed for 10-15 min then heated up to 80° C. for 8 h. After completion of reaction (by ... Reactants: NC1=CC=C(C2=CC=CC=C12)S(=O)(=O)O (1-aminonaphthalene-4-sulfonic acid), ClN1NC(=CC(=N1)Cl)NC=1C=C(C(=CC1)C=CC=1C(=CC(=CC1)NC1=CC(=NN(N1)Cl)Cl)S(=O)(=O)O)S(=O)(=O)O (4,4′-bis-(2,4-dichlorotriazin-6-ylamino)-stilbene-2,2′-disulfonic acid). Conditions: temperature 20 celsius, time 24 hour. The product is ClN1NC(=CC(=N1)NC1=CC=C(C2=CC=CC=C12)S(=O)(=O)O)NC=1C=C(C(=CC1)C=CC=1C(=CC(=CC1)NC1=CC(=NN(N1)Cl)NC1=CC=C(C2=CC=CC=C12)S(=O)(=O)O)S(=O)(=O)O)S(=O)(=O)O (4,4′-bis-[2-chloro-4-(4-sulfonaphth-1-ylamino)triazin-6-ylamino]-stilbene-2,2′-disulfonic acid). RXN SMILES: [NH2:1][C:2]1[C:11]2[C:6](=[CH:7][CH:8]=[CH:9][CH:10]=2)[C:5]([S:12]([OH:15])(=[O:14])=[O:13])=[CH:4][CH:3]=1.[Cl:16][N:17]1[N:22]=[C:21](Cl)[CH:20]=[C:19]([NH:24][C:25]2[CH:26]=[C:27]([S:52]([OH:55])(=[O:54])=[O:53])[C:28]([CH:31]=[CH:32][C:33]3[C:34]([S:48]([OH:51])(=[O:50])=[O:49])=[CH:35][C:36]([NH:39][C:40]4[NH:45][N:44]([Cl:46])[N:43]=[C:42](Cl)[CH:41]=4)=[CH:37][CH:38]=3)=[CH:29][CH:30]=2)[NH:18]1>>[Cl:16][N:17]1[N:22]=[C:21]([NH:1][C:2]2[C:11]3[C:6](=[CH:7][CH:8]=[CH:9][CH:10]=3)[C:5]([S:12]([OH:15])(=[O:13])=[O:14])=[CH:4][CH:3]=2)[CH:20]=[C:19]([NH:24][C:25]2[CH:26]=[C:27]([S:52]([OH:55])(=[O:54])=[O:53])[C:28]([CH:31]=[CH:32][C:33]3[C:34]([S:48]([OH:51])(=[O:50])=[O:49])=[CH:35][C:36]([NH:39][C:40]4[NH:45][N:44]([Cl:46])[N:43]=[C:42]([NH:1][C:2]5[C:11]6[C:6](=[CH:7][CH:8]=[CH:9][CH:10]=6)[C:5]([S:12]([OH:15])(=[O:13])=[O:14])=[CH:4][CH:3]=5)[CH:41]=4)=[CH:37][CH:38]=3)=[CH:29][CH:30]=2)[NH:18]1. Reported procedure: An aqueous solution of 1-aminonaphthalene-4-sulfonic acid (0.012 mol) was added to the freshly produced solution according to Example 4 of 4,4′-bis-(2,4-dichlorotriazin-6-ylamino)-stilbene-2,2′-disulfonic acid (0.006 mol). The mixture was stirred at pH 5.5 and 20° C. for 24 hours. Reactants: ClC=1C=C(C(=O)Cl)C=CC1F (3-chloro-4-fluorobenzoyl chloride), FC1=CC=C(C=O)C=C1 (4-fluorobenzaldehyde). Yields the product FC1=CC=C(C(=O)Cl)C=C1 (4-fluorobenzoyl chloride). RXN SMILES: Cl[C:2]1[CH:3]=[C:4]([CH:8]=[CH:9][C:10]=1[F:11])[C:5]([Cl:7])=[O:6].FC1C=CC(C=O)=CC=1>>[F:11][C:10]1[CH:9]=[CH:8][C:4]([C:5]([Cl:7])=[O:6])=[CH:3][CH:2]=1. Reported procedure: The present invention relates to a process for the preparation of 3-chloro-4-fluorobenzoyl chloride which comprises reacting 4-fluorobenzaldehyde with a chlorinating agent in the presence of a free-radical initiator in the presence or absence of a solvent at from −20 to 200° C. to give 4-fluorobenzoyl chloride, and reacting the 4-fluorobenzoyl chloride with a chlorinating agent in the presence of a chlorination catalyst in the presence or absence of a solvent at from −20 to 200° C. to give 3-chl... The reactants are ClC1=C(C(=O)OC)C=C(C(=C1)F)CNC(C(C)(C)C)=O (methyl 2-chloro-4-fluoro-5-(pivalamidomethyl)benzoate), [OH-].[Na+] (NaOH). Run in C1CCOC1.CO.O (THF MeOH H2O). Yields the product ClC1=C(C(=O)O)C=C(C(=C1)F)CNC(C(C)(C)C)=O (2-chloro-4-fluoro-5-(pivalamidomethyl)benzoic acid). The yield is 83.8%. As a reaction SMILES: [Cl:1][C:2]1[CH:11]=[C:10]([F:12])[C:9]([CH2:13][NH:14][C:15](=[O:20])[C:16]([CH3:19])([CH3:18])[CH3:17])=[CH:8][C:3]=1[C:4]([O:6]C)=[O:5].[OH-].[Na+]>C1COCC1.CO.O>[Cl:1][C:2]1[CH:11]=[C:10]([F:12])[C:9]([CH2:13][NH:14][C:15](=[O:20])[C:16]([CH3:18])([CH3:17])[CH3:19])=[CH:8][C:3]=1[C:4]([OH:6])=[O:5] |f:1.2,3.4.5|. Procedure details: The title compound was prepared following the procedure described in step-3 of Intermediate-2 using methyl 2-chloro-4-fluoro-5-(pivalamidomethyl)benzoate (250 mg, 0.83 mmol) in THF:MeOH:H2O (3:2:1; 6 mL) and NaOH (66 mg, 1.66 mmol) to afford 200 mg of the title product. 1H NMR (300 MHz, DMSO-d6): δ 8.17-8.14 (t, J=6.0 Hz, 1H), 7.76-7.73 (d, J=8.4 Hz, 1H), 7.53-7.50 (d, J=9.9 Hz, 1H), 4.26 (d, J=5.7 Hz, 2H), 1.12 (s, 9H). Starting materials: CCc1ccc(CC(NC(=O)N2CCC(N3CCc4ccccc4NC3=O)CC2)C(=O)O)cc1CC, CC(C)N1CCN(C2CCNCC2)CC1. The product is CCc1ccc(CC(NC(=O)N2CCC(N3CCc4ccccc4NC3=O)CC2)C(=O)N2CCC(N3CCN(C(C)C)CC3)CC2)cc1CC. Reaction SMILES: [CH2:1]([CH3:2])[c:3]1[cH:4][c:5]([CH2:11][CH:12]([C:13](=[O:14])[OH:15])[NH:16][C:17](=[O:18])[N:19]2[CH2:20][CH2:21][CH:22]([N:25]3[C:26](=[O:36])[NH:27][c:28]4[c:29]([cH:32][cH:33][cH:34][cH:35]4)[CH2:30][CH2:31]3)[CH2:23][CH2:24]2)[cH:6][cH:7][c:8]1[CH2:9][CH3:10].[CH:37]([CH3:38])([CH3:39])[N:40]1[CH2:41][CH2:42][N:43]([CH:46]2[CH2:47][CH2:48][NH:49][CH2:50][CH2:51]2)[CH2:44][CH2:45]1>>[CH2:1]([CH3:2])[c:3]1[cH:4][c:5]([CH2:11][CH:12]([C:13](=[O:14])[N:49]2[CH2:48][CH2:47][CH:46]([N:43]3[CH2:42][CH2:41][N:40]([CH:37]([CH3:38])[CH3:39])[CH2:45][CH2:44]3)[CH2:51][CH2:50]2)[NH:16][C:17](=[O:18])[N:19]2[CH2:20][CH2:21][CH:22]([N:25]3[C:26](=[O:36])[NH:27][c:28]4[c:29]([cH:32][cH:33][cH:34][cH:35]4)[CH2:30][CH2:31]3)[CH2:23][CH2:24]2)[cH:6][cH:7][c:8]1[CH2:9][CH3:10].